This data is from the Open Reaction Database (ORD), a public repository of structured organic reaction records. The task is: describe an organic reaction: reactants, conditions, products, and yield Reactants: COC1=CC=C(CCC=2OC3=C(C2C)C(=CC=C3)OC(C)=O)C=C1 (2-(p-methoxyphenethyl)-3-methyl-4-acetoxy-benzofuran), C(CC(O)(C(=O)O)CC(=O)O)(=O)O (citric acid). Run in CO (methanol), [OH-].[Na+] (sodium hydroxide). The product is COC1=CC=C(CCC=2OC3=C(C2C)C(=CC=C3)O)C=C1 (2-(p-methoxyphenethyl)-3-methyl-4-hydroxybenzofuran). Reaction SMILES: [CH3:1][O:2][C:3]1[CH:24]=[CH:23][C:6]([CH2:7][CH2:8][C:9]2[O:10][C:11]3[CH:18]=[CH:17][CH:16]=[C:15]([O:19]C(=O)C)[C:12]=3[C:13]=2[CH3:14])=[CH:5][CH:4]=1.C(O)(=O)CC(CC(O)=O)(C(O)=O)O>CO.[OH-].[Na+]>[CH3:1][O:2][C:3]1[CH:4]=[CH:5][C:6]([CH2:7][CH2:8][C:9]2[O:10][C:11]3[CH:18]=[CH:17][CH:16]=[C:15]([OH:19])[C:12]=3[C:13]=2[CH3:14])=[CH:23][CH:24]=1 |f:3.4|. Procedure details: A solution of 2-(p-methoxyphenethyl)-3-methyl-4-acetoxy-benzofuran (1 gm, 3 mmoles) in methanol (50 mL) and 1N sodium hydroxide (10 mL) was stirred at room temperature for a period of 10 minutes. The mixture was acidified with 20% citric acid and the volatiles were removed in vacuo. The aqueous residue was extracted with ether, washed with water, dried (Na2SO4), filtered, and concentrated to yield a residue that was chromatographed on silica gel. Elution with 15% ethylacetate in hexane yielded 2... The reactants are C(CCC)(=O)C=1C=NC2=CC=C(C=C2C1NC=1C=CC(=NC1)N1CCN(CC1)C(=O)OC(C)(C)C)C1=CC(=C(C(=C1)F)O)Cl (tert-butyl 4-{5-[3-butyryl-6-(3-chloro-5-fluoro-4-hydroxyphenyl)quinolin-4-ylamino]pyridin-2-yl}piperazine-1-carboxylate), C(=O)(C(F)(F)F)O (TFA). The product is ClC=1C=C(C=C(C1O)F)C=1C=C2C(=C(C=NC2=CC1)C(CCC)=O)NC=1C=NC(=CC1)N1CCNCC1 (1-{6-(3-Chloro-5-fluoro-4-hydroxyphenyl)-4-[6-(piperazin-1-yl)pyridin-3-ylamino]quinolin-3-yl}butan-1-one). Isolated yield 52.1%. As a reaction SMILES: [C:1]([C:6]1[CH:7]=[N:8][C:9]2[C:14]([C:15]=1[NH:16][C:17]1[CH:18]=[CH:19][C:20]([N:23]3[CH2:28][CH2:27][N:26](C(OC(C)(C)C)=O)[CH2:25][CH2:24]3)=[N:21][CH:22]=1)=[CH:13][C:12]([C:36]1[CH:41]=[C:40]([F:42])[C:39]([OH:43])=[C:38]([Cl:44])[CH:37]=1)=[CH:11][CH:10]=2)(=[O:5])[CH2:2][CH2:3][CH3:4].C(O)(C(F)(F)F)=O>>[Cl:44][C:38]1[CH:37]=[C:36]([C:12]2[CH:13]=[C:14]3[C:9](=[CH:10][CH:11]=2)[N:8]=[CH:7][C:6]([C:1](=[O:5])[CH2:2][CH2:3][CH3:4])=[C:15]3[NH:16][C:17]2[CH:22]=[N:21][C:20]([N:23]3[CH2:24][CH2:25][NH:26][CH2:27][CH2:28]3)=[CH:19][CH:18]=2)[CH:41]=[C:40]([F:42])[C:39]=1[OH:43]. Procedure: Following general procedure A-2, tert-butyl 4-{5-[3-butyryl-6-(3-chloro-5-fluoro-4-hydroxyphenyl)quinolin-4-ylamino]pyridin-2-yl}piperazine-1-carboxylate (0.144 mmol) was reacted with TFA (2 mL) to afford the desired product (39 mg, 51% over two steps) as a yellow solid: 1H NMR (500 MHz, CD3OD+TFA-d) δ 9.29 (s, 1H), 8.29 (d, J=2.7 Hz, 1H), 8.20 (dd, J=8.8, 2.0 Hz, 1H), 8.03-7.95 (m, 2H), 7.74 (dd, J=8.8, 2.7 Hz, 1H), 7.16 (d, J=9.0 Hz, 1H), 7.11-7.02 (m, 2H), 3.94 (t, J=5.3 Hz, 4H), 3.37 (t, J=5...